From a dataset of the Open Reaction Database (ORD), a public repository of structured organic reaction records. describe an organic reaction: reactants, conditions, products, and yield Starting materials: CC(=O)OI1(C2=CC=CC=C2C(=O)O1)(OC(=O)C)OC(=O)C (Dess-MartinPeriodinane), FC(CO)C1=CC=CC=C1 (2-fluoro-2-phenylethanol), C(Cl)Cl (DCM), S(=S)(=O)([O-])[O-].[Na+].[Na+] (sodium thiosulfate). Run in C([O-])(O)=O.[Na+] (sodium bicarbonate), O (water), C([O-])(O)=O.[Na+] (sodium bicarbonate), C(C)OCC (diethyl ether). Conditions: temperature 23 celsius, time 5 minute. The product is FC(C=O)C1=CC=CC=C1 (2-Fluoro-2-phenylacetaldehyde). The yield is 88.8%. RXN SMILES: [F:1][CH:2]([C:5]1[CH:10]=[CH:9][CH:8]=[CH:7][CH:6]=1)[CH2:3][OH:4].C(Cl)Cl.CC(OI1(OC(C)=O)(OC(C)=O)OC(=O)C2C1=CC=CC=2)=O.S([O-])([O-])(=O)=S.[Na+].[Na+]>O.C(=O)(O)[O-].[Na+].C(OCC)C>[F:1][CH:2]([C:5]1[CH:10]=[CH:9][CH:8]=[CH:7][CH:6]=1)[CH:3]=[O:4] |f:3.4.5,7.8|. Reported procedure: To a 500 mL RBF containing 2-fluoro-2-phenylethanol (440.00 mg, 3139 μmol) was added DCM (30 mL) and the mixture was allowed to stir at 23° C. for 5 min. At this time, sodium bicarbonate (343 mg, 4081 μmol) and Dess-MartinPeriodinane (1731 mg, 4081 μmol) were added in one portion and the reaction mixture was allowed to stir for 15 min before the reaction was quenched by the addition of sodium thiosulfate (2482 mg, 15697 μmol) in water (50 ml) and sodium bicarbonate (sat, 50 ml) and diethyl ether... Starting materials: C(=O)(O)[O-].[Na+] (NaHCO3), C(C)(C)(C)P(C(C)(C)C)C(C)(C)C (tri-t-butylphosphine), FC1=CC=C(C=C1)Br (4-fluorobromobenzene), CC(C)(C)OC(=O)NC1CCNCC1 (4-N—BOC-aminopiperidine), CC(C)([O-])C.[K+] (potassium t-butoxide). The reagents and catalysts are C(C)(=O)[O-].[Pd+2].C(C)(=O)[O-] (palladium (II) acetate). The solvent is CC=1C=CC(=CC1)C (p-xylene). Conditions: temperature 120 celsius. Product: FC1=CC=C(C=C1)N1CCC(CC1)NC(OC(C)(C)C)=O (Tert-butyl 1-(4-fluorophenyl)piperidin-4-ylcarbamate). Isolated yield 67.0%. As a reaction SMILES: [F:1][C:2]1[CH:7]=[CH:6][C:5](Br)=[CH:4][CH:3]=1.[CH3:9][C:10]([O:13][C:14]([NH:16][CH:17]1[CH2:22][CH2:21][NH:20][CH2:19][CH2:18]1)=[O:15])([CH3:12])[CH3:11].CC(C)([O-])C.[K+].C(P(C(C)(C)C)C(C)(C)C)(C)(C)C.C([O-])(O)=O.[Na+]>C([O-])(=O)C.[Pd+2].C([O-])(=O)C.CC1C=CC(C)=CC=1>[F:1][C:2]1[CH:7]=[CH:6][C:5]([N:20]2[CH2:19][CH2:18][CH:17]([NH:16][C:14](=[O:15])[O:13][C:10]([CH3:11])([CH3:9])[CH3:12])[CH2:22][CH2:21]2)=[CH:4][CH:3]=1 |f:2.3,5.6,7.8.9|. Procedure: To a p-xylene (25 mL) solution containing 4-fluorobromobenzene (275 μL, 2.5 mmol, 1.0 eq), 4-N—BOC-aminopiperidine (1.0 g, 4.99 mmol, 2.0 eq), and potassium t-butoxide (393 mg, 3.5 mmol, 1.4 eq) was added palladium (II) acetate (6 mg, 1 mol %) and tri-t-butylphosphine (20 mg, 4 mol %). The resulting mixture was then heated to 120° C. for 4 h at which time it was poured into a sat. NaHCO3 solution and extracted (2×) with EtOAc. The combined extracts were dried over MgSO4 and concentrated in vacuo... The reactants are N#CCCl, [H-], [Na+], CN(C)C=O, O=C1NC(=O)c2ccccc21, O. The product is N#CCN1C(=O)c2ccccc2C1=O. Reaction SMILES: [Cl:14][CH2:15][C:16]#[N:17].[H-:13].[Na+:12].[O:19]=[CH:20][N:21]([CH3:22])[CH3:23].[O:1]=[C:2]1[NH:3][C:4](=[O:5])[c:6]2[cH:7][cH:8][cH:9][cH:10][c:11]21.[OH2:18]>>[O:1]=[C:2]1[N:3]([CH2:15][C:16]#[N:17])[C:4](=[O:5])[c:6]2[cH:7][cH:8][cH:9][cH:10][c:11]21. Reactants: CC(C)c1cccc(C(C)C)c1N=C=O, CC(C)c1ccc(NCc2ccc(F)cc2)cc1. Product: CC(C)c1ccc(N(Cc2ccc(F)cc2)C(=O)Nc2c(C(C)C)cccc2C(C)C)cc1. RXN SMILES: [CH:19]([CH3:20])([CH3:21])[c:22]1[c:23]([N:31]=[C:32]=[O:33])[c:24]([CH:28]([CH3:29])[CH3:30])[cH:25][cH:26][cH:27]1.[F:1][c:2]1[cH:3][cH:4][c:5]([CH2:8][NH:9][c:10]2[cH:11][cH:12][c:13]([CH:16]([CH3:17])[CH3:18])[cH:14][cH:15]2)[cH:6][cH:7]1>>[F:1][c:2]1[cH:3][cH:4][c:5]([CH2:8][N:9]([c:10]2[cH:11][cH:12][c:13]([CH:16]([CH3:17])[CH3:18])[cH:14][cH:15]2)[C:32]([NH:31][c:23]2[c:22]([CH:19]([CH3:20])[CH3:21])[cH:27][cH:26][cH:25][c:24]2[CH:28]([CH3:29])[CH3:30])=[O:33])[cH:6][cH:7]1.